From a dataset of the Open Reaction Database (ORD), a public repository of structured organic reaction records. describe an organic reaction: reactants, conditions, products, and yield Starting materials: Nc1c2c(nn1-c1c(Cl)cc(C(F)(F)F)cc1Cl)CSC2, ClCCl, [Na+], O=C([O-])O, O=C(OO)c1cccc(Cl)c1. Product: Nc1c2c(nn1-c1c(Cl)cc(C(F)(F)F)cc1Cl)CS(=O)C2. Reaction SMILES: [Cl:1][c:2]1[c:3](-[n:13]2[n:14][c:15]3[c:16]([c:17]2[NH2:18])[CH2:19][S:20][CH2:21]3)[c:4]([Cl:12])[cH:5][c:6]([C:8]([F:9])([F:10])[F:11])[cH:7]1.[Cl:38][CH2:39][Cl:40].[Na+:37].[O-:33][C:34]([OH:35])=[O:36].[OH:22][O:23][C:24]([c:25]1[cH:26][c:27]([Cl:28])[cH:29][cH:30][cH:31]1)=[O:32]>>[Cl:1][c:2]1[c:3](-[n:13]2[n:14][c:15]3[c:16]([c:17]2[NH2:18])[CH2:19][S:20](=[O:22])[CH2:21]3)[c:4]([Cl:12])[cH:5][c:6]([C:8]([F:9])([F:10])[F:11])[cH:7]1. Starting materials: O (water), ClC=1C=CC(=C(C1)S(=O)(=O)Cl)OC (5-chloro-2-methoxybenzenesulfonyl chloride), solution, C(C)(C)(C)OC(CC1=CC=C(C=C1)NC(=O)C1=CC=C2C=CNC2=C1)=O ({4-[(1H-indole-6-carbonyl)-amino]-phenyl}-acetic acid tert-butyl ester), [OH-].[Na+] (NaOH). Reagents/catalysts: S(=O)(=O)(O)[O-].C(CCC)[N+](CCCC)(CCCC)CCCC (tetrabutylammonium hydrogensulfate). Solvent: C1(=CC=CC=C1)C (toluene). Reaction conditions: time 5 minute. Yields the product C(C)(C)(C)OC(CC1=CC=C(C=C1)NC(=O)C1=CC=C2C=CN(C2=C1)S(=O)(=O)C1=C(C=CC(=C1)Cl)OC)=O ((4-{[1-(5-chloro-2-methoxy-benzenesulfonyl)-1H-indole-6-carbonyl]-amino}-phenyl)-acetic acid tert-butyl ester). Reaction SMILES: [C:1]([O:5][C:6](=[O:26])[CH2:7][C:8]1[CH:13]=[CH:12][C:11]([NH:14][C:15]([C:17]2[CH:25]=[C:24]3[C:20]([CH:21]=[CH:22][NH:23]3)=[CH:19][CH:18]=2)=[O:16])=[CH:10][CH:9]=1)([CH3:4])([CH3:3])[CH3:2].[OH-].[Na+].O.[Cl:30][C:31]1[CH:32]=[CH:33][C:34]([O:41][CH3:42])=[C:35]([S:37](Cl)(=[O:39])=[O:38])[CH:36]=1>C1(C)C=CC=CC=1.S([O-])(O)(=O)=O.C([N+](CCCC)(CCCC)CCCC)CCC>[C:1]([O:5][C:6](=[O:26])[CH2:7][C:8]1[CH:9]=[CH:10][C:11]([NH:14][C:15]([C:17]2[CH:25]=[C:24]3[C:20]([CH:21]=[CH:22][N:23]3[S:37]([C:35]3[CH:36]=[C:31]([Cl:30])[CH:32]=[CH:33][C:34]=3[O:41][CH3:42])(=[O:38])=[O:39])=[CH:19][CH:18]=2)=[O:16])=[CH:12][CH:13]=1)([CH3:4])([CH3:2])[CH3:3] |f:1.2,6.7|. Procedure: A solution of {4-[(1H-indole-6-carbonyl)-amino]-phenyl}-acetic acid tert-butyl ester (0.20 g, 0.57 mmol) in toluene (2.90 mL) was treated with tetrabutylammonium hydrogensulfate (0.02 g, 0.05 mmol) and a 50% solution of NaOH in water (0.57 mL, 7.12 mmol). After stirring at room temperature for 5 min, 5-chloro-2-methoxybenzenesulfonyl chloride (0.21 g, 0.85 mmol) was added. The mixture was stirred for 2 hours, then poured over ice. The resulting slurry was extracted with ethyl acetate and the com...